From a dataset of the Open Reaction Database (ORD), a public repository of structured organic reaction records. describe an organic reaction: reactants, conditions, products, and yield Reactants: C(C)N1N=CC=2C1=NC(=C(C2NC2CCOCC2)CN(C)CC=2C=C(C=CC2)C(=O)NCC=2C=CC(=C(C2)C2=CC(=CC=C2)CN2CCN(CC2)C(=O)OC(C)(C)C)F)CC (1,1-dimethylethyl 4-{[5′-({[(3-{[{[1,6-diethyl-4-(tetrahydro-2H-pyran-4-ylamino)-1H-pyrazolo[3,4-b]pyridin-5-yl]methyl}(methyl)amino]methyl}phenyl) carbonyl]amino}methyl)-2′-fluoro-3-biphenylyl]methyl}-1-piperazinecarboxylate), C(=O)(C(F)(F)F)O (TFA), C(=O)(O)[O-].[Na+] (NaHCO3). Run in C(Cl)Cl (DCM), C(Cl)Cl (DCM). Conditions: time 30 minute. Yields the product C(C)N1N=CC=2C1=NC(=C(C2NC2CCOCC2)CN(C)CC=2C=C(C(=O)NCC=1C=C(C(=CC1)F)C1=CC(=CC=C1)CN1CCNCC1)C=CC2)CC (3-{[{[1,6-Diethyl-4-(tetrahydro-2H-pyran-4-ylamino)-1H-pyrazolo[3,4-b]pyridin-5-yl]methyl}(methyl)amino]methyl}-N-{[6-fluoro-3′-(1-piperazinylmethyl)-3-biphenylyl]methyl}benzamide). The yield is 31.0%. As a reaction SMILES: [CH2:1]([N:3]1[C:7]2=[N:8][C:9]([CH2:60][CH3:61])=[C:10]([CH2:19][N:20]([CH2:22][C:23]3[CH:24]=[C:25]([C:29]([NH:31][CH2:32][C:33]4[CH:34]=[CH:35][C:36]([F:59])=[C:37]([C:39]5[CH:44]=[CH:43][CH:42]=[C:41]([CH2:45][N:46]6[CH2:51][CH2:50][N:49](C(OC(C)(C)C)=O)[CH2:48][CH2:47]6)[CH:40]=5)[CH:38]=4)=[O:30])[CH:26]=[CH:27][CH:28]=3)[CH3:21])[C:11]([NH:12][CH:13]3[CH2:18][CH2:17][O:16][CH2:15][CH2:14]3)=[C:6]2[CH:5]=[N:4]1)[CH3:2].C(O)(C(F)(F)F)=O.C([O-])(O)=O.[Na+]>C(Cl)Cl>[CH2:1]([N:3]1[C:7]2=[N:8][C:9]([CH2:60][CH3:61])=[C:10]([CH2:19][N:20]([CH2:22][C:23]3[CH:24]=[C:25]([CH:26]=[CH:27][CH:28]=3)[C:29]([NH:31][CH2:32][C:33]3[CH:38]=[C:37]([C:39]4[CH:44]=[CH:43][CH:42]=[C:41]([CH2:45][N:46]5[CH2:51][CH2:50][NH:49][CH2:48][CH2:47]5)[CH:40]=4)[C:36]([F:59])=[CH:35][CH:34]=3)=[O:30])[CH3:21])[C:11]([NH:12][CH:13]3[CH2:14][CH2:15][O:16][CH2:17][CH2:18]3)=[C:6]2[CH:5]=[N:4]1)[CH3:2] |f:2.3|. Procedure: To a solution of 1,1-dimethylethyl 4-{[5′-({[(3-{[{[1,6-diethyl-4-(tetrahydro-2H-pyran-4-ylamino)-1H-pyrazolo[3,4-b]pyridin-5-yl]methyl}(methyl)amino]methyl}phenyl) carbonyl]amino}methyl)-2′-fluoro-3-biphenylyl]methyl}-1-piperazinecarboxylate (0.055 g, 0.066 mmol) in DCM (0.25 mL) was added TFA (0.25 mL) and stirred at room temperature for 30 min before was diluted with DCM, basified with NaHCO3 (sat. aq.). Organic layer was separated, dried over Na2SO4, filtered, concentrated, purified using a ... Reactants: C1CCOC1, CCOC(=O)C(Cc1ccc(CCOc2ccc(OS(C)(=O)=O)cc2)cc1)OCC, Cl, [Li+], [OH-], O. The product is CCOC(Cc1ccc(CCOc2ccc(OS(C)(=O)=O)cc2)cc1)C(=O)O. RXN SMILES: [CH2:34]1[O:35][CH2:36][CH2:37][CH2:38]1.[CH2:3]([CH3:4])[O:5][C:6]([CH:7]([CH2:8][c:9]1[cH:10][cH:11][c:12]([CH2:15][CH2:16][O:17][c:18]2[cH:19][cH:20][c:21]([O:24][S:25](=[O:26])(=[O:27])[CH3:28])[cH:22][cH:23]2)[cH:13][cH:14]1)[O:29][CH2:30][CH3:31])=[O:32].[ClH:33].[Li+:1].[OH-:2].[OH2:39]>>[O:5]=[C:6]([CH:7]([CH2:8][c:9]1[cH:10][cH:11][c:12]([CH2:15][CH2:16][O:17][c:18]2[cH:19][cH:20][c:21]([O:24][S:25](=[O:26])(=[O:27])[CH3:28])[cH:22][cH:23]2)[cH:13][cH:14]1)[O:29][CH2:30][CH3:31])[OH:32]. Starting materials: Cc1ccccc1, CC(=O)NCC1CN(c2ccc(N3CCC(=O)CC3)cc2)C(=O)O1, OCCO, Cc1ccc(S(=O)(=O)O)cc1. Product: CC(=O)NCC1CN(c2ccc(N3CCC4(CC3)OCCO4)cc2)C(=O)O1. Reaction SMILES: [CH3:40][c:41]1[cH:42][cH:43][cH:44][cH:45][cH:46]1.[O:1]=[C:2]1[CH2:3][CH2:4][N:5]([c:8]2[cH:9][cH:10][c:11]([N:14]3[C:15](=[O:24])[O:16][CH:17]([CH2:19][NH:20][C:21]([CH3:22])=[O:23])[CH2:18]3)[cH:12][cH:13]2)[CH2:6][CH2:7]1.[OH:25][CH2:26][CH2:27][OH:28].[c:29]1([CH3:30])[cH:31][cH:32][c:33]([S:34]([OH:35])(=[O:36])=[O:37])[cH:38][cH:39]1>>[O:1]1[C:2]2([CH2:3][CH2:4][N:5]([c:8]3[cH:9][cH:10][c:11]([N:14]4[C:15](=[O:24])[O:16][CH:17]([CH2:19][NH:20][C:21]([CH3:22])=[O:23])[CH2:18]4)[cH:12][cH:13]3)[CH2:6][CH2:7]2)[O:25][CH2:26][CH2:27]1. The reactants are CC(=O)OCC(=O)C1(C)C(C)CC2C3CCC4=CC(=O)CCC4(C)C3=CCC21C, C[O-], CO, [Na+]. The product is CC1CC2C3CCC4=CC(=O)CCC4(C)C3=CCC2(C)C1(C)C(=O)CO. Reaction SMILES: [C:1](=[O:2])([CH3:3])[O:4][CH2:5][C:6]([C:7]1([CH3:28])[CH:8]([CH3:27])[CH2:9][CH:10]2[CH:11]3[CH2:12][CH2:13][C:14]4=[CH:15][C:16](=[O:26])[CH2:17][CH2:18][C:19]4([CH3:25])[C:20]3=[CH:21][CH2:22][C:23]12[CH3:24])=[O:29].[CH3:30][O-:31].[CH3:33][OH:34].[Na+:32]>>[OH:4][CH2:5][C:6]([C:7]1([CH3:28])[CH:8]([CH3:27])[CH2:9][CH:10]2[CH:11]3[CH2:12][CH2:13][C:14]4=[CH:15][C:16](=[O:26])[CH2:17][CH2:18][C:19]4([CH3:25])[C:20]3=[CH:21][CH2:22][C:23]12[CH3:24])=[O:29]. Reactants: O=c1cc(-c2cccc(F)c2)oc2c(CBr)cccc12, CCCCCCCC(=O)C([NH3+])(C(=O)CCCCCCC)C(=O)CCCCCCC, Cc1ccccc1, [Cl-], [I-], [K+], N#C[K], O. The product is N#CCc1cccc2c(=O)cc(-c3cccc(F)c3)oc12. As a reaction SMILES: [Br:1][CH2:2][c:3]1[cH:4][cH:5][cH:6][c:7]2[c:8](=[O:20])[cH:9][c:10](-[c:13]3[cH:14][c:15]([F:19])[cH:16][cH:17][cH:18]3)[o:11][c:12]12.[C:27]([C:28]([NH3+:29])([C:30](=[O:31])[CH2:32][CH2:33][CH2:34][CH2:35][CH2:36][CH2:37][CH3:38])[C:39](=[O:40])[CH2:41][CH2:42][CH2:43][CH2:44][CH2:45][CH2:46][CH3:47])(=[O:48])[CH2:49][CH2:50][CH2:51][CH2:52][CH2:53][CH2:54][CH3:55].[CH3:57][c:58]1[cH:59][cH:60][cH:61][cH:62][cH:63]1.[Cl-:26].[I-:25].[K+:24].[K:21][C:22]#[N:23].[OH2:56]>>[CH2:2]([c:3]1[cH:4][cH:5][cH:6][c:7]2[c:8](=[O:20])[cH:9][c:10](-[c:13]3[cH:14][c:15]([F:19])[cH:16][cH:17][cH:18]3)[o:11][c:12]12)[C:22]#[N:23]. The reactants are C(C)(=O)NC1=C(N(C2=CC(=CC=C12)Cl)C(=O)OCC)C(=O)OC (Methyl 3-acetylamino-6-chloro-1-(ethoxycarbonyl)indole-2-carboxylate), [OH-].[K+] (KOH). The solvent is C(C)O (ethanol). Product: C(C)(=O)NC1=C(NC2=CC(=CC=C12)Cl)C(=O)O (3-Acetylamino-6-chloroindole-2-carboxylic acid). Yield: 86.0%. As a reaction SMILES: [C:1]([NH:4][C:5]1[C:13]2[C:8](=[CH:9][C:10]([Cl:14])=[CH:11][CH:12]=2)[N:7](C(OCC)=O)[C:6]=1[C:20]([O:22]C)=[O:21])(=[O:3])[CH3:2].[OH-].[K+]>C(O)C>[C:1]([NH:4][C:5]1[C:13]2[C:8](=[CH:9][C:10]([Cl:14])=[CH:11][CH:12]=2)[NH:7][C:6]=1[C:20]([OH:22])=[O:21])(=[O:3])[CH3:2] |f:1.2|. Procedure: Methyl 3-acetylamino-6-chloro-1-(ethoxycarbonyl)indole-2-carboxylate (step 2; 1.48 g, 4.37 mmol) dissolved in ethanol (20 ml) and 1N aqueous KOH (10 ml) were heated together at reflux for 1 h. The mixture was cooled and concentrated, and the residue diluted with 1N aqueous HCl (20 ml) and extracted with ethyl acetate (30 ml×2). The organic extract was dried (MgSO4) and evaporated to afford 0.95 g (86%) of the title compound as a white solid. Starting materials: CC(OC(=O)C)OC(=O)C1=C(CS[C@H]2N1C(=O)[C@H]2NC(=O)/C(=N\OC)/C3=CC=CO3)COC(=O)N (cefuroxime axetil), [O-]CC.[Na+] (sodium ethoxide), Cl (hydrochloric acid), CC(OC(=O)C)OC(=O)C1=C(CS[C@H]2N1C(=O)[C@H]2NC(=O)/C(=N\OC)/C3=CC=CO3)COC(=O)N (cefuroxime axetil). Run in O1CCCC1 (tetrahydrofuran), C(C)O (ethyl alcohol), C(C)O (ethanol). Conditions: temperature -60 celsius. The product is CO/N=C(/C1=CC=CO1)\C(=O)N[C@H]2[C@@H]3N(C2=O)C(=C(CS3)COC(=O)N)C(=O)O (cefuroxime). The yield is 89.6%. Reaction SMILES: CC([O:7][C:8]([C:10]1[N:15]2[C:16]([C@@H:18]([NH:19][C:20](/[C:22](/[C:26]3[O:30][CH:29]=[CH:28][CH:27]=3)=[N:23]\[O:24][CH3:25])=[O:21])[C@H:14]2[S:13][CH2:12][C:11]=1[CH2:31][O:32][C:33]([NH2:35])=[O:34])=[O:17])=[O:9])OC(C)=O.[O-]CC.[Na+].Cl>O1CCCC1.C(O)C>[CH3:25][O:24]/[N:23]=[C:22](\[C:20]([NH:19][C@@H:18]1[C:16](=[O:17])[N:15]2[C:10]([C:8]([OH:9])=[O:7])=[C:11]([CH2:31][O:32][C:33]([NH2:35])=[O:34])[CH2:12][S:13][C@H:14]12)=[O:21])/[C:26]1[O:30][CH:29]=[CH:28][CH:27]=1 |f:1.2|. Procedure: Sodium metal (1.8 gm) was reacted under nitrogen atmosphere with ethyl alcohol (40 ml) at room temperature, resulting in a clear solution of sodium ethoxide. A solution of cefuroxime axetil (20.4 gm, S-isomer >90%, R-isomer <10%) in a mixture of tetrahydrofuran (204 ml) and ethyl alcohol (20 ml) was cooled to −60° C. A solution of sodium ethoxide in ethanol was slowly added to this mixture at −60° C. Progress of the reaction was monitored by high pressure liquid chromatography (HPLC). Stirring w... The reactants are CC1CCCO1, Nc1ccc(N2C3CCC2CC3)cc1C(F)(F)F, Cl, Cl, O=C(O)c1c[nH]c2cccc(C(F)(F)F)c2c1=O, O, c1ccncc1. The product is O=C(Nc1ccc(N2C3CCC2CC3)cc1C(F)(F)F)c1c[nH]c2cccc(C(F)(F)F)c2c1=O. As a reaction SMILES: [CH3:1][CH:2]1[CH2:3][CH2:4][CH2:5][O:6]1.[CH:9]12[CH2:10][CH2:11][CH:12]([CH2:13][CH2:14]1)[N:15]2[c:16]1[cH:17][c:18]([C:23]([F:24])([F:25])[F:26])[c:19]([NH2:20])[cH:21][cH:22]1.[ClH:7].[ClH:8].[O:27]=[c:28]1[c:29]([C:42](=[O:43])[OH:44])[cH:30][nH:31][c:32]2[cH:33][cH:34][cH:35][c:36]([C:38]([F:39])([F:40])[F:41])[c:37]12.[OH2:51].[cH:45]1[cH:46][cH:47][n:48][cH:49][cH:50]1>>[CH:9]12[CH2:10][CH2:11][CH:12]([CH2:13][CH2:14]1)[N:15]2[c:16]1[cH:17][c:18]([C:23]([F:24])([F:25])[F:26])[c:19]([NH:20][C:42]([c:29]2[c:28](=[O:27])[c:37]3[c:32]([nH:31][cH:30]2)[cH:33][cH:34][cH:35][c:36]3[C:38]([F:39])([F:40])[F:41])=[O:43])[cH:21][cH:22]1. Starting materials: C([O-])([O-])=O.[Cs+].[Cs+] (Cesium carbonate), N1N=C(C2=CC=CC=C12)CC(=O)OCC (Ethyl 2-(1H-indazol-3-yl)acetate), BrCC=1C=CC(=NC1)NC(=O)C1=CC2=CC=CC=C2C=C1 (N-[5-(bromomethyl)pyridin-2-yl]-2-naphthamide). Run in O1CCCC1 (tetrahydrofuran). Yields the product C1=C(C=CC2=CC=CC=C12)C(=O)NC1=CC=C(C=N1)CN1N=C(C2=CC=CC=C12)CC(=O)OCC (ethyl 2-[1-[[6-(2-naphthamido)pyridin-3-yl]methyl]-1H-indazol-3-yl]acetate). The yield is 21.3%. As a reaction SMILES: [NH:1]1[C:9]2[C:4](=[CH:5][CH:6]=[CH:7][CH:8]=2)[C:3]([CH2:10][C:11]([O:13][CH2:14][CH3:15])=[O:12])=[N:2]1.C(=O)([O-])[O-].[Cs+].[Cs+].Br[CH2:23][C:24]1[CH:25]=[CH:26][C:27]([NH:30][C:31]([C:33]2[CH:42]=[CH:41][C:40]3[C:35](=[CH:36][CH:37]=[CH:38][CH:39]=3)[CH:34]=2)=[O:32])=[N:28][CH:29]=1>O1CCCC1>[CH:34]1[C:35]2[C:40](=[CH:39][CH:38]=[CH:37][CH:36]=2)[CH:41]=[CH:42][C:33]=1[C:31]([NH:30][C:27]1[N:28]=[CH:29][C:24]([CH2:23][N:1]2[C:9]3[C:4](=[CH:5][CH:6]=[CH:7][CH:8]=3)[C:3]([CH2:10][C:11]([O:13][CH2:14][CH3:15])=[O:12])=[N:2]2)=[CH:25][CH:26]=1)=[O:32] |f:1.2.3|. Procedure: Ethyl 2-(1H-indazol-3-yl)acetate (320 mg, 1.57 mmol) was dissolved in anhydrous tetrahydrofuran (50 mL). Cesium carbonate (1.53 g, 4.70 mmol) was added, and stirred at room temperature for half an hour. Then N-[5-(bromomethyl)pyridin-2-yl]-2-naphthamide (532 mg, 1.56 mmol) was added. After reacted for 16 hours, the solid was filtered. The filtrate was concentrated, chromatographed on a silica gel column (petroleum ether:ethyl acetate=2:1) to obtain a light yellow solid 154 mg, at a yield of 21.2... RXN SMILES: B(OC(C)C)(OC(C)C)OC(C)C.Br[C:15]1[CH:20]=[CH:19][C:18]([S:21]([N:24]2[CH2:29][CH2:28][N:27]([CH3:30])[CH2:26][CH2:25]2)(=[O:23])=[O:22])=[CH:17][CH:16]=1.C([Li])CCC.[ClH:36].C(=O)([O-])[O-].[Na+].[Na+].[NH2:43][C:44]1[C:45]([C:51]([NH:53][CH2:54][CH2:55][CH2:56][O:57][CH3:58])=[O:52])=[N:46][C:47](Br)=[CH:48][N:49]=1>O1CCCC1.CO.C1C=CC(P(C2C=CC=CC=2)[C-]2C=CC=C2)=CC=1.C1C=CC(P(C2C=CC=CC=2)[C-]2C=CC=C2)=CC=1.Cl[Pd]Cl.[Fe+2].C(OCC)C>[ClH:36].[NH2:43][C:44]1[C:45]([C:51]([NH:53][CH2:54][CH2:55][CH2:56][O:57][CH3:58])=[O:52])=[N:46][C:47]([C:15]2[CH:20]=[CH:19][C:18]([S:21]([N:24]3[CH2:29][CH2:28][N:27]([CH3:30])[CH2:26][CH2:25]3)(=[O:23])=[O:22])=[CH:17][CH:16]=2)=[CH:48][N:49]=1 |f:4.5.6,10.11.12.13,15.16|. The reagents and catalysts are C1=CC=C(C=C1)P([C-]2C=CC=C2)C3=CC=CC=C3.C1=CC=C(C=C1)P([C-]2C=CC=C2)C3=CC=CC=C3.Cl[Pd]Cl.[Fe+2] (Pd(dppf)Cl2). The reactants are NC=1C(=NC(=CN1)Br)C(=O)NCCCOC (3-amino-6-bromo-N-(3-methoxypropyl)pyrazine-2-carboxamide), Cl (HCl), C([O-])([O-])=O.[Na+].[Na+] (sodium carbonate), Cl (HCl), B(OC(C)C)(OC(C)C)OC(C)C (Triisopropyl borate), BrC1=CC=C(C=C1)S(=O)(=O)N1CCN(CC1)C (1-[(4-bromophenyl)sulfonyl]-4-methylpiperazine), C(CCC)[Li] (n-butyllithium). The solvent is C(C)OCC (diethyl ether), CO (methanol), O1CCCC1 (tetrahydrofuran). Conditions: time 10 minute. The yield is 17.4%. Yields the product Cl.NC=1C(=NC(=CN1)C1=CC=C(C=C1)S(=O)(=O)N1CCN(CC1)C)C(=O)NCCCOC (3-Amino-N-(3-methoxypropyl)-6-{4-[(4-methylpiperazin-1-yl)sulfonyl]phenyl}pyrazine-2-carboxamide hydrochloride). Reported procedure: Triisopropyl borate (0.82 mL, 3.6 mmol) was added to a stirred solution of 1-[(4-bromophenyl)sulfonyl]-4-methylpiperazine (0.380 g, 1.2 mmol; described: in Keasling, H. H. et el. J. Med. Chem. 1965,8,548-550) in anhydrous tetrahydrofuran (15 mL) at −78° C. under an atmosphere of nitrogen, followed by dropwise addition of n-butyllithium (2.4 mL, 3.6 mmol) over 10 min. The resulting mixture was allowed to warm up to room temperature and was stirred for another 10 min at ambient temperature. HCl (3...